Task: describe an organic reaction: reactants, conditions, products, and yield. Dataset: the Open Reaction Database (ORD), a public repository of structured organic reaction records Starting materials: C(C)(C)(C)OC(=O)NNC(C1=C(C=C(C=C1)[N+](=O)[O-])F)=O (N′-(2-fluoro-4-nitrobenzoyl)hydrazinecarboxylic acid tert-butyl ester), COC=1C=CC(=CC1)P2(=S)SP(=S)(S2)C=3C=CC(=CC3)OC (Lawesson's reagent). Solvent: O1CCOCC1 (dioxane). The product is C(C)(C)(C)OC(=O)NNC(C1=C(C=C(C=C1)[N+](=O)[O-])F)=S (N′-(2-fluoro-4-nitro-thiobenzoyl)hydrazinecarboxylic acid tert-butyl ester). Yield: 110.3%. As a reaction SMILES: [C:1]([O:5][C:6]([NH:8][NH:9][C:10](=O)[C:11]1[CH:16]=[CH:15][C:14]([N+:17]([O-:19])=[O:18])=[CH:13][C:12]=1[F:20])=[O:7])([CH3:4])([CH3:3])[CH3:2].COC1C=CC(P2(SP(C3C=CC(OC)=CC=3)(=S)S2)=[S:31])=CC=1>O1CCOCC1>[C:1]([O:5][C:6]([NH:8][NH:9][C:10](=[S:31])[C:11]1[CH:16]=[CH:15][C:14]([N+:17]([O-:19])=[O:18])=[CH:13][C:12]=1[F:20])=[O:7])([CH3:4])([CH3:3])[CH3:2]. Procedure: N′-(2-Fluoro-4-nitro-benzoyl)hydrazinecarboxylic acid tert-butyl ester (Step 1, 2.32 g, 7.75 mmol) and Lawesson's reagent (2.35 g, 5.81 mmol) in dioxane (50 ml) are heated at 85° C. overnight. The mixture is evaporated under vacuum and the residue purified by flash column chromatography (70% dichloromethane/hexane) to give the title compound as a bright orange solid (2.02 g, 82%), [M+H]+=316. Starting materials: [N+](=O)([O-])C1=C(C(=O)O)C=CC=C1 (2-nitrobenzoic acid). The solvent is S(=O)(Cl)Cl (thionyl chloride). Product: [N+](=O)([O-])C1=C(C(=O)OC(C)(C)C)C=CC=C1 (tert-Butyl 2-nitrobenzoate). Isolated yield 141.3%. Reaction SMILES: [N+:1]([C:4]1[CH:12]=[CH:11][CH:10]=[CH:9][C:5]=1[C:6]([OH:8])=[O:7])([O-:3])=[O:2]>S(Cl)(Cl)=O>[N+:1]([C:4]1[CH:12]=[CH:11][CH:10]=[CH:9][C:5]=1[C:6]([O:8][C:5]([CH3:9])([CH3:6])[CH3:4])=[O:7])([O-:3])=[O:2]. Procedure details: A mixture of 2-nitrobenzoic acid (25.0 g.) and thionyl chloride (50 ml.) was refluxed for an hour and then evaporated. To the residue was added benzene (125 ml.) followed by removal of benzene. To the residue were added benzene (125 ml.), pyridine (23.7 g.) tert-butyl alcohol (22.2 g.) under ice-cooling and then the resulting solution was refluxed under heating for 2 hours. The reaction mixture was poured into ice water. The benzene layer was separated, washed successively with water, 1N aqueous... Starting materials: CC1(C)C=NC(=O)O1, O=C(c1ccc(I)cc1)N1CCN(c2ncc(C3CC3)cc2C2CC2)CC1. Yields the product CC1(C)CN(c2ccc(C(=O)N3CCN(c4ncc(C5CC5)cc4C4CC4)CC3)cc2)C(=O)O1. RXN SMILES: [CH3:28][C:29]1([CH3:35])[CH:30]=[N:31][C:32](=[O:34])[O:33]1.[CH:1]1([c:4]2[c:5]([N:13]3[CH2:14][CH2:15][N:16]([C:19](=[O:20])[c:21]4[cH:22][cH:23][c:24]([I:27])[cH:25][cH:26]4)[CH2:17][CH2:18]3)[n:6][cH:7][c:8]([CH:10]3[CH2:11][CH2:12]3)[cH:9]2)[CH2:2][CH2:3]1>>[CH:1]1([c:4]2[c:5]([N:13]3[CH2:14][CH2:15][N:16]([C:19](=[O:20])[c:21]4[cH:22][cH:23][c:24]([N:31]5[CH2:30][C:29]([CH3:28])([CH3:35])[O:33][C:32]5=[O:34])[cH:25][cH:26]4)[CH2:17][CH2:18]3)[n:6][cH:7][c:8]([CH:10]3[CH2:11][CH2:12]3)[cH:9]2)[CH2:2][CH2:3]1. Reactants: C(#N)P(OCC)(OCC)=O (Diethyl cyanophosphonate), COC=1C=C(C=CC1N1C=NC(=C1)C)/C=C/C(=O)O ((E)-3-[3-methoxy-4-(4-methyl-1H-imidazol-1-yl)phenyl]acrylic acid), O.C([O-])(O)=O.[Na+] (sodium bicarbonate water), Cl.NCC(=O)C1=CC=CC=C1 (α-aminoacetophenone hydrochloride). The solvent is CN(C)C=O (DMF), C(C)N(CC)CC (triethylamine), C(C)(=O)OCC (ethyl acetate). Run at temperature 0 celsius, time 30 minute. Yields the product COC=1C=C(C=CC1N1C=NC(=C1)C)/C=C/C(=O)NCC(C1=CC=CC=C1)=O ((E)-3-[3-methoxy-4-(4-methyl-1H-imidazol-1-yl)phenyl]-N-(2-oxo-2-phenylethyl)acrylic acid amide). The yield is 68.8%. As a reaction SMILES: C(P(=O)(OCC)OCC)#N.[CH3:11][O:12][C:13]1[CH:14]=[C:15](/[CH:25]=[CH:26]/[C:27]([OH:29])=O)[CH:16]=[CH:17][C:18]=1[N:19]1[CH:23]=[C:22]([CH3:24])[N:21]=[CH:20]1.Cl.[NH2:31][CH2:32][C:33]([C:35]1[CH:40]=[CH:39][CH:38]=[CH:37][CH:36]=1)=[O:34].O.C(=O)(O)[O-].[Na+]>CN(C=O)C.C(OCC)(=O)C.C(N(CC)CC)C>[CH3:11][O:12][C:13]1[CH:14]=[C:15](/[CH:25]=[CH:26]/[C:27]([NH:31][CH2:32][C:33](=[O:34])[C:35]2[CH:40]=[CH:39][CH:38]=[CH:37][CH:36]=2)=[O:29])[CH:16]=[CH:17][C:18]=1[N:19]1[CH:23]=[C:22]([CH3:24])[N:21]=[CH:20]1 |f:2.3,4.5.6|. Procedure details: Diethyl cyanophosphonate (0.12 mL) was added to a solution of (E)-3-[3-methoxy-4-(4-methyl-1H-imidazol-1-yl)phenyl]acrylic acid (200 mg) and triethylamine (0.22 mL) in DMF (1 mL) at 0° C. The reaction solution was stirred at 0° C. for 30 minutes, and then α-aminoacetophenone hydrochloride (133 mg) was added in small portions to the reaction solution over 30 minutes. The reaction solution was stirred at 0° C. for 2.5 hours. Then, ethyl acetate and saturated sodium bicarbonate water were added to ... The reactants are N1=C(C=CC=C1)C(N)=NN (2-Pyridinecarbohydrazonamide), O1C(CCC1=O)=O (dihydro-2,5-furandione). Solvent: CC(=O)N(C)C (dimethylacetamide), CC(=O)N(C)C (dimethylacetamide). Yields the product N1=C(C=CC=C1)C1=NNC(=N1)CCC(=O)O (3-[3-(2-pyridinyl)-1H-1,2,4-triazol-5-yl]propanoic acid). RXN SMILES: [N:1]1[CH:6]=[CH:5][CH:4]=[CH:3][C:2]=1[C:7](=[N:9][NH2:10])[NH2:8].[O:11]1[C:15](=O)[CH2:14][CH2:13][C:12]1=[O:17]>CC(N(C)C)=O>[N:1]1[CH:6]=[CH:5][CH:4]=[CH:3][C:2]=1[C:7]1[N:8]=[C:15]([CH2:14][CH2:13][C:12]([OH:17])=[O:11])[NH:10][N:9]=1. Procedure: 2-Pyridinecarbohydrazonamide (0.136 g) and dihydro-2,5-furandione (0.100 g) in 1 ml of dimethylacetamide was heated for 10 times 30 seconds in a CEM MARS 5 microwave at 100% of 300 W under nitrogen to leave 3-[3-(2-pyridinyl)-1H-1,2,4-triazol-5-yl]propanoic acid in 1 ml of dimethylacetamide. The reactants are FC(C(=O)OCC)(F)F (ethyl trifluoroacetate), [H-].[Na+] (sodium hydride), C1COC2=CC=CC=C2OCCOCCOC3=CC=CC=C3OCCO1 (dibenzo-18-crown-6), ClC1=NC(=CC=C1)C(C)=O (2-chloro-6-acetylpyridine), Cl (hydrochloric acid). The reagents and catalysts are C(C)O (ethanol). The solvent is C1CCOC1 (THF), C1CCOC1 (THF), C1CCOC1 (THF). Conditions: time 60 hour. Product: ClC1=NC(=CC=C1)C(CC(=O)C(F)(F)F)=O (2-chloro-6-(trifluoroacetoacetyl)pyridine), product. As a reaction SMILES: [F:1][C:2]([F:9])([F:8])[C:3]([O:5]CC)=O.[H-].[Na+].[Cl:12][C:13]1[CH:18]=[CH:17][CH:16]=[C:15]([C:19](=[O:21])[CH3:20])[N:14]=1.C1OCCOC2C(=CC=CC=2)OCCOCCOC2C(=CC=CC=2)OC1.Cl>C1COCC1.C(O)C>[Cl:12][C:13]1[CH:18]=[CH:17][CH:16]=[C:15]([C:19](=[O:21])[CH2:20][C:3]([C:2]([F:1])([F:8])[F:9])=[O:5])[N:14]=1 |f:1.2|. Procedure: To a mixture of ethyl trifluoroacetate (17.2 g) and sodium hydride (60% in oil, 5.7 g) in THF (200 ml) is added a solution of 1A (11.2 g) in THF (50 ml) with ethanol (2 drops) and a solution of dibenzo-18-crown-6 (415 mg) in THF (70 ml). The reaction mixture is stirred for 60 h at ambient temperature. After heating for 1 h at reflux temperature, the mixture is acidified with 2M hydrochloric acid and extracted with ethyl acetate. The organic phase is dried and evaporated. One obtains the crude ti... The reactants are N#Cc1cc2c(Oc3ccc(N)c(F)c3)ccnc2cc1OCc1ccccc1, Cc1ccccc1, CC#N, O=C=Nc1ccc(F)cc1. Yields the product N#Cc1cc2c(Oc3ccc(NC(=O)Nc4ccc(F)cc4)c(F)c3)ccnc2cc1OCc1ccccc1. As a reaction SMILES: [CH2:8]([c:9]1[cH:10][cH:11][cH:12][cH:13][cH:14]1)[O:15][c:16]1[c:17]([C:35]#[N:36])[cH:18][c:19]2[c:20]([O:26][c:27]3[cH:28][c:29]([F:34])[c:30]([NH2:33])[cH:31][cH:32]3)[cH:21][cH:22][n:23][c:24]2[cH:25]1.[CH3:1][c:2]1[cH:3][cH:4][cH:5][cH:6][cH:7]1.[CH3:47][C:48]#[N:49].[F:37][c:38]1[cH:39][cH:40][c:41]([N:44]=[C:45]=[O:46])[cH:42][cH:43]1>>[CH2:8]([c:9]1[cH:10][cH:11][cH:12][cH:13][cH:14]1)[O:15][c:16]1[c:17]([C:35]#[N:36])[cH:18][c:19]2[c:20]([O:26][c:27]3[cH:28][c:29]([F:34])[c:30]([NH:33][C:45]([NH:44][c:41]4[cH:40][cH:39][c:38]([F:37])[cH:43][cH:42]4)=[O:46])[cH:31][cH:32]3)[cH:21][cH:22][n:23][c:24]2[cH:25]1.